This data is from the Open Reaction Database (ORD), a public repository of structured organic reaction records. The task is: describe an organic reaction: reactants, conditions, products, and yield Starting materials: [BH4-], CCO, [Cl-], [NH4+], [Na+], O=Cc1cncc(-c2nc(NCc3ccccn3)c3c(-c4ccccc4)cccc3n2)c1. The product is OCc1cncc(-c2nc(NCc3ccccn3)c3c(-c4ccccc4)cccc3n2)c1. As a reaction SMILES: [BH4-:33].[CH3:37][CH2:38][OH:39].[Cl-:35].[NH4+:36].[Na+:34].[c:1]1(-[c:7]2[c:8]3[c:9]([NH:25][CH2:26][c:27]4[n:28][cH:29][cH:30][cH:31][cH:32]4)[n:10][c:11](-[c:17]4[cH:18][n:19][cH:20][c:21]([CH:22]=[O:23])[cH:24]4)[n:12][c:13]3[cH:14][cH:15][cH:16]2)[cH:2][cH:3][cH:4][cH:5][cH:6]1>>[c:1]1(-[c:7]2[c:8]3[c:9]([NH:25][CH2:26][c:27]4[n:28][cH:29][cH:30][cH:31][cH:32]4)[n:10][c:11](-[c:17]4[cH:18][n:19][cH:20][c:21]([CH2:22][OH:23])[cH:24]4)[n:12][c:13]3[cH:14][cH:15][cH:16]2)[cH:2][cH:3][cH:4][cH:5][cH:6]1. Reactants: [Cl-].CC1=C(N=C(O1)C1=CC=CC=C1)C[P+](C1=CC=CC=C1)(C1=CC=CC=C1)C1=CC=CC=C1 ((5-Methyl-2-phenyl-4-oxazolylmethyl)triphenylphosphonium chloride), C(=O)C1=CC=C(C(=O)OC)C=C1 (methyl 4-formylbenzoate). Product: CC1=C(N=C(O1)C1=CC=CC=C1)/C=C/C1=CC=C(C(=O)OC)C=C1 (methyl (E)-4-[2-(5-methyl-2-phenyl-4-oxazolyl)vinyl]benzoate). As a reaction SMILES: [Cl-].[CH3:2][C:3]1[O:7][C:6]([C:8]2[CH:13]=[CH:12][CH:11]=[CH:10][CH:9]=2)=[N:5][C:4]=1[CH2:14][P+](C1C=CC=CC=1)(C1C=CC=CC=1)C1C=CC=CC=1.[CH:34]([C:36]1[CH:45]=[CH:44][C:39]([C:40]([O:42][CH3:43])=[O:41])=[CH:38][CH:37]=1)=O>>[CH3:2][C:3]1[O:7][C:6]([C:8]2[CH:9]=[CH:10][CH:11]=[CH:12][CH:13]=2)=[N:5][C:4]=1/[CH:14]=[CH:34]/[C:36]1[CH:45]=[CH:44][C:39]([C:40]([O:42][CH3:43])=[O:41])=[CH:38][CH:37]=1 |f:0.1|. Procedure: (5-Methyl-2-phenyl-4-oxazolylmethyl)triphenylphosphonium chloride and methyl 4-formylbenzoate were reacted in the same manner as in Reference Example 10 to yield methyl (E)-4-[2-(5-methyl-2-phenyl-4-oxazolyl)vinyl]benzoate, which was then recrystallized from ethyl acetate to yield colorless prisms having a melting point of 164°-165° C. The reactants are OCCN1CC2=C(CC1)SC=C2 (5-(2-hydroxyethyl)-4,5,6,7-tetrahydrothieno[3,2-c]pyridine), S(=O)(Cl)Cl (thionyl chloride). The solvent is ClCCl (dichloromethane). Run at temperature 40 celsius, time 1.5 hour. The product is Cl.ClCCN1CC2=C(CC1)SC=C2 (5-(2-chloroethyl)-4,5,6,7-tetrahydrothieno[3,2-c]pyridine hydrochloride). As a reaction SMILES: O[CH2:2][CH2:3][N:4]1[CH2:9][CH2:8][C:7]2[S:10][CH:11]=[CH:12][C:6]=2[CH2:5]1.S(Cl)([Cl:15])=O>ClCCl>[ClH:15].[Cl:15][CH2:2][CH2:3][N:4]1[CH2:9][CH2:8][C:7]2[S:10][CH:11]=[CH:12][C:6]=2[CH2:5]1 |f:3.4|. Procedure: To a solution of 5-(2-hydroxyethyl)-4,5,6,7-tetrahydrothieno[3,2-c]pyridine (0.49 g) in dichloromethane (20 ml) was added dropwise thionyl chloride (0.39 ml). The mixture was stirred at 40° C. for 1.5 hours. After the mixture was evaporated under reduced pressure, the residue was triturated with diisopropyl ether. The resulting powder was collected by filtration, washed with diisopropyl ether and dried in vacuo to give 5-(2-chloroethyl)-4,5,6,7-tetrahydrothieno[3,2-c]pyridine hydrochloride (0.44... The reactants are C1(=CC=CC=C1)[C@H](C)N ((1S)-1-phenylethan-1-amine), ClC=1C=CC(=C(C1)C1=NN(C=C1NC(=O)C=1C=NN2C1N=CC=C2)CCN[C@H](C)C2=CC=CC=C2)OC(F)F (N-[3-[5-chloro-2-(difluoromethoxy)phenyl]-1-(2-[[(1R)-1-phenylethyl]amino]ethyl)-1H-pyrazol-4-yl]pyrazolo[1,5-a]pyrimidine-3-carboxamide). Yields the product ClC=1C=CC(=C(C1)C1=NN(C=C1NC(=O)C=1C=NN2C1N=CC=C2)CCN[C@@H](C)C2=CC=CC=C2)OC(F)F (N-[3-[5-chloro-2-(difluoromethoxy)phenyl]-1-(2-[[(1S)-1-phenylethyl]amino]ethyl)-1H-pyrazol-4-yl]pyrazolo[1,5-a]pyrimidine-3-carboxamide). As a reaction SMILES: [Cl:1][C:2]1[CH:3]=[CH:4][C:5]([O:36][CH:37]([F:39])[F:38])=[C:6]([C:8]2[C:12]([NH:13][C:14]([C:16]3[CH:17]=[N:18][N:19]4[CH:24]=[CH:23][CH:22]=[N:21][C:20]=34)=[O:15])=[CH:11][N:10]([CH2:25][CH2:26][NH:27][C@@H:28]([C:30]3[CH:35]=[CH:34][CH:33]=[CH:32][CH:31]=3)[CH3:29])[N:9]=2)[CH:7]=1.C1([C@@H](N)C)C=CC=CC=1>>[Cl:1][C:2]1[CH:3]=[CH:4][C:5]([O:36][CH:37]([F:39])[F:38])=[C:6]([C:8]2[C:12]([NH:13][C:14]([C:16]3[CH:17]=[N:18][N:19]4[CH:24]=[CH:23][CH:22]=[N:21][C:20]=34)=[O:15])=[CH:11][N:10]([CH2:25][CH2:26][NH:27][C@H:28]([C:30]3[CH:35]=[CH:34][CH:33]=[CH:32][CH:31]=3)[CH3:29])[N:9]=2)[CH:7]=1. Procedure: Using synthetic method analoguous to that of N-[3-[5-chloro-2-(difluoromethoxy)phenyl]-1-(2-[[(1R)-1-phenylethyl]amino]ethyl)-1H-pyrazol-4-yl]pyrazolo[1,5-a]pyrimidine-3-carboxamide, the title compound was prepared from (1S)-1-phenylethan-1-amine. LCMS (Method 25) [M+H]+=552.1, RT=1.15 min. 1H NMR (300 MHz, DMSO-d6) δ: (ppm) 9.72 (s, 1H), 9.33 (dd, 1H, J=1.5, 6.9 Hz), 8.69-8.67 (m, 2H), 8.34 (s, 1H), 7.60 (dd, 1H, J=2.9, 8.9 Hz), 7.55 (d, 1H, J=2.7 Hz), 7.43 (d, 1H, J=8.7 Hz), 7.31-7.16 (m, 6H),... The reactants are C[O-].[Na+] (sodium methoxide), C(CCC)OC(=O)C=1N=CC2=CC(=CC=C2C1SC(N(C)C)=O)OC1=CC=CC=C1 (4-Dimethylcarbamoylsulfanyl-7-phenoxy-isoquinoline-3-carboxylic acid butyl ester), resultant solution. Solvent: O (water), Cl (HCl), CO (methanol). Product: COC(=O)C=1N=CC2=CC(=CC=C2C1S)OC1=CC=CC=C1 (4-Mercapto-7-phenoxy-isoquinoline-3-carboxylic acid methyl ester). Yield: 91.0%. RXN SMILES: C[O-].[Na+].[CH2:4]([O:8][C:9]([C:11]1[N:12]=[CH:13][C:14]2[C:19]([C:20]=1[S:21]C(=O)N(C)C)=[CH:18][CH:17]=[C:16]([O:27][C:28]1[CH:33]=[CH:32][CH:31]=[CH:30][CH:29]=1)[CH:15]=2)=[O:10])CCC>CO.O.Cl>[CH3:4][O:8][C:9]([C:11]1[N:12]=[CH:13][C:14]2[C:19]([C:20]=1[SH:21])=[CH:18][CH:17]=[C:16]([O:27][C:28]1[CH:33]=[CH:32][CH:31]=[CH:30][CH:29]=1)[CH:15]=2)=[O:10] |f:0.1|. Procedure details: To a solution of 6.5 ml of 0.5 N sodium methoxide in methanol was added 460 mg of 4-Dimethylcarbamoylsulfanyl-7-phenoxy-isoquinoline-3-carboxylic acid butyl ester. The resultant solution was heated to 50-60° C. for 8 hours, cooled to room temperature, and diluted with 10 ml water and 7.0 ml 1 N HCl. The resulting yellow precipitate was collected by filtering the solution through a (medium) porous buchner filter funnel to give 307 mg of product; MS (+) m/z 312.08 (M+1) The reactants are COCCOc1c(S(C)(=O)=O)ccc(C(=O)C(C(=O)OC(C)(C)C)C(=O)C2CC2)c1Br, Cc1ccccc1, Cc1ccc(S(=O)(=O)O)cc1. Product: COCCOc1c(S(C)(=O)=O)ccc(C(=O)CC(=O)C2CC2)c1Br. RXN SMILES: [Br:1][c:2]1[c:3]([C:4](=[O:5])[CH:6]([C:7]([O:8][C:9]([CH3:10])([CH3:11])[CH3:12])=[O:13])[C:14](=[O:15])[CH:16]2[CH2:17][CH2:18]2)[cH:19][cH:20][c:21]([S:28](=[O:29])(=[O:30])[CH3:31])[c:22]1[O:23][CH2:24][CH2:25][O:26][CH3:27].[CH3:43][c:44]1[cH:45][cH:46][cH:47][cH:48][cH:49]1.[c:32]1([CH3:33])[cH:34][cH:35][c:36]([S:37]([OH:38])(=[O:39])=[O:40])[cH:41][cH:42]1>>[Br:1][c:2]1[c:3]([C:4](=[O:5])[CH2:6][C:14](=[O:15])[CH:16]2[CH2:17][CH2:18]2)[cH:19][cH:20][c:21]([S:28](=[O:29])(=[O:30])[CH3:31])[c:22]1[O:23][CH2:24][CH2:25][O:26][CH3:27]. The reactants are C1(=CC=CC=C1)NO (phenyl hydroxyamine), O.NN (Hydrazine hydrate), Rh—C, [N+](=O)([O-])C1=CC=CC=C1 (nitrobenzene), C1(=CC=CC=C1)NO (phenyl hydroxyamine), CCOC=C(C(=O)OCC)C(=O)OCC (diethyl ethoxymethylene malonate). The solvent is C1CCOC1 (THF), C(C)O (ethanol), petroleum ether. Run at temperature 27.5 celsius, time 12 hour. Yields the product O=C1C(=CN(O1)C1=CC=CC=C1)C(=O)OCC (Ethyl 5-oxo-2-phenyl-2,5-dihydroisoxazole-4-carboxylate), solid. Yield: 91.0%. RXN SMILES: O.NN.[N+:4]([C:7]1[CH:12]=[CH:11][CH:10]=[CH:9][CH:8]=1)([O-:6])=O.C1(NO)C=CC=CC=1.CC[O:23][CH:24]=[C:25]([C:31](OCC)=O)[C:26]([O:28][CH2:29][CH3:30])=[O:27]>C1COCC1.C(O)C>[O:23]=[C:24]1[O:6][N:4]([C:7]2[CH:12]=[CH:11][CH:10]=[CH:9][CH:8]=2)[CH:31]=[C:25]1[C:26]([O:28][CH2:29][CH3:30])=[O:27] |f:0.1|. Procedure details: Hydrazine hydrate (1.7 g) was added dropwise over 30 min to a stirred suspension of 5% Rh—C (wet, 110 mg) and nitrobenzene (4.1 g) in THF (20 mL) at 15° C. controlled by ice-bath. The reaction mixture was warmed to 25-30° C. for 2 h, followed by filtration. The filtrate was diluted with an equal volume of dichloromethane, dried over sodium sulfate, then condensed to a small volume. Addition of petroleum ether to this solution led to the formation of a needle-like white solid as the fairly pure p... Reactants: NC=1C=CC(=C(C1)[C@]1(N=C(O[C@@H](C1)C(F)(F)F)N)C)F ((4S,6S)-4-(5-amino-2-fluorophenyl)-4-methyl-6-(trifluoromethyl)-5,6-dihydro-4H-1,3-oxazin-2-amine), C(#N)C=1C=C(C(=NC1)C(=O)O)C (5-cyano-3-methylpicolinic acid). Yields the product NC=1O[C@@H](C[C@@](N1)(C)C=1C=C(C=CC1F)NC(C1=NC=C(C=C1C)C#N)=O)C(F)(F)F (N-(3-((4S,6S)-2-Amino-4-methyl-6-(trifluoromethyl)-5,6-dihydro-4H-1,3-oxazin-4-yl)-4-fluorophenyl)-5-cyano-3-methylpicolinamide). As a reaction SMILES: [NH2:1][C:2]1[CH:3]=[CH:4][C:5]([F:20])=[C:6]([C@:8]2([CH3:19])[CH2:13][C@@H:12]([C:14]([F:17])([F:16])[F:15])[O:11][C:10]([NH2:18])=[N:9]2)[CH:7]=1.[C:21]([C:23]1[CH:24]=[C:25]([CH3:32])[C:26]([C:29](O)=[O:30])=[N:27][CH:28]=1)#[N:22]>>[NH2:18][C:10]1[O:11][C@H:12]([C:14]([F:16])([F:17])[F:15])[CH2:13][C@:8]([C:6]2[CH:7]=[C:2]([NH:1][C:29](=[O:30])[C:26]3[C:25]([CH3:32])=[CH:24][C:23]([C:21]#[N:22])=[CH:28][N:27]=3)[CH:3]=[CH:4][C:5]=2[F:20])([CH3:19])[N:9]=1. Reported procedure: The coupling of (4S,6S)-4-(5-amino-2-fluorophenyl)-4-methyl-6-(trifluoromethyl)-5,6-dihydro-4H-1,3-oxazin-2-amine (XI-1) and 5-cyano-3-methylpicolinic acid [S. Badiger et al. WO2011009943 (2011)] following General Procedure G yielded the title compound as a colorless amorphous solid. MS: m/z=436.5 [M+H]+. Starting materials: S([O-])(O)=O.[Na+] (sodium bisulfite), C1(=CC=CC=C1)CC=O (phenylacetaldehyde), [C-]#N.[Na+] (sodium cyanide), C([O-])([O-])=O.[NH4+].[NH4+] (ammonium carbonate), N (ammonia). Run in O (water). The product is N[C@@H](CC1=CC=CC=C1)C(=O)O (phenylalanine). RXN SMILES: S(=O)(O)[O-].[Na+].[C:6]1([CH2:12][CH:13]=O)[CH:11]=[CH:10][CH:9]=[CH:8][CH:7]=1.[C-]#[N:16].[Na+].[C:18](=[O:21])([O-])[O-:19].[NH4+].[NH4+].N>O>[NH2:16][C@H:13]([C:18]([OH:19])=[O:21])[CH2:12][C:6]1[CH:7]=[CH:8][CH:9]=[CH:10][CH:11]=1 |f:0.1,3.4,5.6.7|. Procedure: The same reaction procedure as in Example 2 was carried out using 6.72 kg of sodium bisulfite addition salt of phenylacetaldehyde, 1.76 kg of sodium cyanide, 3.46 kg of ammonium carbonate, 22 l of aqueous ammonia and 19 l of water to give 5.02 kg of phenylalanine crystals. The phenylalanine content of the thus obtained crystals was 95%. (The yield of phenylalanine calculated based on the amount of a sodium bisulfite addition salt of phenylacetaldehyde; 96.3%).